This data is from the Open Reaction Database (ORD), a public repository of structured organic reaction records. The task is: describe an organic reaction: reactants, conditions, products, and yield Reactants: Fc1ccccc1CBr, Oc1ccc(Br)nc1, O=C([O-])[O-], CC(C)=O, [K+], [K+]. The product is Fc1ccccc1COc1ccc(Br)nc1. Reaction SMILES: [Br:15][CH2:16][c:17]1[c:18]([F:23])[cH:19][cH:20][cH:21][cH:22]1.[Br:1][c:2]1[cH:3][cH:4][c:5]([OH:8])[cH:6][n:7]1.[C:9](=[O:10])([O-:11])[O-:12].[CH3:24][C:25](=[O:26])[CH3:27].[K+:13].[K+:14]>>[Br:1][c:2]1[cH:3][cH:4][c:5]([O:8][CH2:16][c:17]2[c:18]([F:23])[cH:19][cH:20][cH:21][cH:22]2)[cH:6][n:7]1. The yield is 96.0%. Reaction conditions: time 50 minute. Reactants: P(C)(C)C (PMe3), N(=[N+]=[N-])CC=1N=NC(=CC1)C1=C(C=CC=C1F)F (3-(azidomethyl)-6-(2,6-difluorophenyl)pyridazine), FC1=C(C(=CC=C1)F)C=1C=CC=2N(N1)C(=NC2)NC=2C=NC=CC2N2C[C@H]([C@H](CC2)C)NC(OC(C)(C)C)=O (tert-butyl ((cis)-1-(3-((2-(2,6-difluorophenyl)imidazo[1,5-b]pyridazin-7-yl)amino)pyridin-4-yl)-4-methylpiperidin-3-yl)carbamate), FC1=C(C(=CC=C1)F)C=1C=CC=2N(N1)C(=NC2)NC=2C=NC=CC2N2C[C@H]([C@@H](CC2)C)NC(OC(C)(C)C)=O (tert-butyl ((trans)-1-(3-((2-(2,6-difluorophenyl)imidazo[1,5-b]pyridazin-7-yl)amino)pyridin-4-yl)-4-methylpiperidin-3-yl)carbamate), FC1=C(C(=CC=C1)F)C=1C=CC=2N(N1)C(=NC2)NC=2C=NC=CC2N2C[C@H]([C@H](CC2)C)NC(OC(C)(C)C)=O (tert-butyl ((cis)-1-(3-((2-(2,6-difluorophenyl)imidazo[1,5-b]pyridazin-7-yl)amino)pyridin-4-yl)-4-methylpiperidin-3-yl)carbamate), FC1=C(C(=CC=C1)F)C=1C=CC=2N(N1)C(=NC2)NC=2C=NC=CC2N2C[C@H]([C@@H](CC2)C)NC(OC(C)(C)C)=O (tert-butyl ((trans)-1-(3-((2-(2,6-difluorophenyl)imidazo[1,5-b]pyridazin-7-yl)amino)pyridin-4-yl)-4-methylpiperidin-3-yl)carbamate), N(=C=S)C=1C=NC=CC1N1CC(C(CC1)C)NC(OC(C)(C)C)=O (tert-butyl (1-(3-isothiocyanatopyridin-4-yl)-4-methylpiperidin-3-yl)carbamate). The product is FC1=C(C(=CC=C1)F)C=1C=CC=2N(N1)C(=NC2)NC=2C=NC=CC2N2CC(C(CC2)C)NC(OC(C)(C)C)=O (tert-butyl (1-(3-((2-(2,6-difluorophenyl)imidazo[1,5-b]pyridazin-7-yl)amino)pyridin-4-yl)-4-methylpiperidin-3-yl)carbamate). Run in C1CCOC1 (THF), C1CCOC1 (THF). Procedure: tert-butyl ((cis)-1-(3-((2-(2,6-difluorophenyl)imidazo[1,5-b]pyridazin-7-yl)amino)pyridin-4-yl)-4-methylpiperidin-3-yl)carbamate (enantiomer 1), tert-butyl ((cis)-1-(3-((2-(2,6-difluorophenyl)imidazo[1,5-b]pyridazin-7-yl)amino)pyridin-4-yl)-4-methylpiperidin-3-yl)carbamate (enantiomer 2), tert-butyl ((trans)-1-(3-((2-(2,6-difluorophenyl)imidazo[1,5-b]pyridazin-7-yl)amino)pyridin-4-yl)-4-methylpiperidin-3-yl)carbamate (enantiomer 1), tert-butyl ((trans)-1-(3-((2-(2,6-difluorophenyl)imidazo[1,5-b]... RXN SMILES: [F:1][C:2]1[CH:7]=[CH:6][CH:5]=[C:4]([F:8])[C:3]=1[C:9]1[CH:10]=[CH:11][C:12]2[N:13]([C:15]([NH:18][C:19]3[CH:20]=[N:21][CH:22]=[CH:23][C:24]=3[N:25]3[CH2:30][CH2:29][C@H:28]([CH3:31])[C@H:27]([NH:32][C:33](=[O:39])[O:34][C:35]([CH3:38])([CH3:37])[CH3:36])[CH2:26]3)=[N:16][CH:17]=2)[N:14]=1.FC1C=CC=C(F)C=1C1C=CC2N(C(NC3C=NC=CC=3N3CC[C@@H](C)[C@H](NC(=O)OC(C)(C)C)C3)=NC=2)N=1.P(C)(C)C.N(CC1N=NC(C2C(F)=CC=CC=2F)=CC=1)=[N+]=[N-].N(C1C=NC=CC=1N1CCC(C)C(NC(=O)OC(C)(C)C)C1)=C=S>C1COCC1>[F:1][C:2]1[CH:7]=[CH:6][CH:5]=[C:4]([F:8])[C:3]=1[C:9]1[CH:10]=[CH:11][C:12]2[N:13]([C:15]([NH:18][C:19]3[CH:20]=[N:21][CH:22]=[CH:23][C:24]=3[N:25]3[CH2:30][CH2:29][CH:28]([CH3:31])[CH:27]([NH:32][C:33](=[O:39])[O:34][C:35]([CH3:38])([CH3:37])[CH3:36])[CH2:26]3)=[N:16][CH:17]=2)[N:14]=1. The reactants are O=C(n1ccnc1)n1ccnc1, C1CCNC1, ClCCl, O=C(O)c1ccc(-n2nc(C(F)(F)F)c3c2CCCC3)cc1. Product: O=C(c1ccc(-n2nc(C(F)(F)F)c3c2CCCC3)cc1)N1CCCC1. RXN SMILES: [C:23]([n:24]1[cH:25][cH:26][n:27][cH:28]1)([n:29]1[cH:30][cH:31][n:32][cH:33]1)=[O:34].[CH2:35]1[CH2:36][CH2:37][NH:38][CH2:39]1.[Cl:40][CH2:41][Cl:42].[F:1][C:2]([c:3]1[n:4][n:5](-[c:12]2[cH:13][cH:14][c:15]([C:16](=[O:17])[OH:18])[cH:19][cH:20]2)[c:6]2[c:11]1[CH2:10][CH2:9][CH2:8][CH2:7]2)([F:21])[F:22]>>[F:1][C:2]([c:3]1[n:4][n:5](-[c:12]2[cH:13][cH:14][c:15]([C:16](=[O:18])[N:38]3[CH2:37][CH2:36][CH2:35][CH2:39]3)[cH:19][cH:20]2)[c:6]2[c:11]1[CH2:10][CH2:9][CH2:8][CH2:7]2)([F:21])[F:22]. The reactants are C(CC)=C1C(N(C(S1)=O)CCCCOC=1C=2N(C=CC1)C=CN2)=O (5-propylidene-3-[4-(imidazo[1,2-a]pyridin-8-yloxy)butyl]thiazolidine-2,4-dione), Cl.C(C)(=O)OCC (hydrochloric acid ethyl acetate). Solvent: CO (methanol). The product is Cl.C(CC)=C1C(N(C(S1)=O)CCCCOC=1C=2N(C=CC1)C=CN2)=O (5-propylidene-3-[4-(imidazo[1,2-a]pyridin-8-yloxy)butyl]-thiazolidine-2,4-dione hydrochloride). Reaction SMILES: [CH:1](=[C:4]1[S:8][C:7](=[O:9])[N:6]([CH2:10][CH2:11][CH2:12][CH2:13][O:14][C:15]2[C:16]3[N:17]([CH:21]=[CH:22][N:23]=3)[CH:18]=[CH:19][CH:20]=2)[C:5]1=[O:24])[CH2:2][CH3:3].[ClH:25].C(OCC)(=O)C>CO>[ClH:25].[CH:1](=[C:4]1[S:8][C:7](=[O:9])[N:6]([CH2:10][CH2:11][CH2:12][CH2:13][O:14][C:15]2[C:16]3[N:17]([CH:21]=[CH:22][N:23]=3)[CH:18]=[CH:19][CH:20]=2)[C:5]1=[O:24])[CH2:2][CH3:3] |f:1.2,4.5|. Procedure details: To a methanol solution of 0.691 g (2.0 mmol) of 5-propylidene-3-[4-(imidazo[1,2-a]pyridin-8-yloxy)butyl]thiazolidine-2,4-dione, 0.5 ml of 4N hydrochloric acid-ethyl acetate was added, followed by stirring. After the solvent was distilled off, the residue was washed with ether to yield 0.79 g (quant., yellow oily substance) of the desired product. The reactants are CC(=O)Oc1cccc(-c2nc(Cl)c3ccccc3n2)c1, CC(C)O, CC(C)(C)OC(=O)n1ncc2cc(N)ccc21. Product: CC(=O)Oc1cccc(-c2nc(Nc3ccc4c(cnn4C(=O)OC(C)(C)C)c3)c3ccccc3n2)c1. As a reaction SMILES: [C:1]([CH3:2])(=[O:3])[O:4][c:5]1[cH:6][c:7](-[c:11]2[n:12][c:13]3[cH:14][cH:15][cH:16][cH:17][c:18]3[c:19]([Cl:21])[n:20]2)[cH:8][cH:9][cH:10]1.[CH:39]([OH:40])([CH3:41])[CH3:42].[NH2:22][c:23]1[cH:24][c:25]2[cH:26][n:27][n:28]([C:32](=[O:33])[O:34][C:35]([CH3:36])([CH3:37])[CH3:38])[c:29]2[cH:30][cH:31]1>>[C:1]([CH3:2])(=[O:3])[O:4][c:5]1[cH:6][c:7](-[c:11]2[n:12][c:13]3[cH:14][cH:15][cH:16][cH:17][c:18]3[c:19]([NH:22][c:23]3[cH:24][c:25]4[cH:26][n:27][n:28]([C:32](=[O:33])[O:34][C:35]([CH3:36])([CH3:37])[CH3:38])[c:29]4[cH:30][cH:31]3)[n:20]2)[cH:8][cH:9][cH:10]1. The reactants are [OH-].[Na+] (sodium hydroxide), S(O)(O)(=O)=O (sulfuric acid), O1CCCC1 (tetrahydrofuran), S(O)(O)(=O)=O (sulfuric acid), ion. Solvent: O (water). Run at temperature -20 celsius, time 1 hour. The product is CCCCO[C@@H](CC)CO (PTMG). Reaction SMILES: S(=O)(=O)(O)O.[O:6]1[CH2:10][CH2:9][CH2:8][CH2:7]1.[OH-:11].[Na+]>O>[CH3:7][CH2:8][CH2:9][CH2:10][O:6][C@H:8]([CH2:7][OH:11])[CH2:9][CH3:10] |f:2.3|. Procedure details: In the same reaction apparatus as in Example 1, 150 g of 25% fuming sulfuric acid was dropwise added over a period of one hour to 500 g of tetrahydrofuran while being maintained at -20° C., and after completion of the dropwise addition, the mixture was further subjected to reaction at -20° C. for 10 minutes. The conversion at this point was 14%. Then, the reaction temperature was elevated to 30° C. and the reaction was continued for one hour. The conversion at the end of this reaction was 47%. N... Reactants: ClC=1C=C2CCN(C2=CC1)N=O (5-chloro-1-nitrosoindoline), O (water). The reagents and catalysts are [Zn] (zinc). Solvent: C(C)(=O)O (acetic acid). Yields the product NN1CCC2=CC(=CC=C12)Cl (1-Amino-5-chloroindoline). Reaction SMILES: [Cl:1][C:2]1[CH:3]=[C:4]2[C:8](=[CH:9][CH:10]=1)[N:7]([N:11]=O)[CH2:6][CH2:5]2.O>[Zn].C(O)(=O)C>[NH2:11][N:7]1[C:8]2[C:4](=[CH:3][C:2]([Cl:1])=[CH:10][CH:9]=2)[CH2:5][CH2:6]1. Procedure details: To a stirred mixture of 50 g. (0.27 mole) of 5-chloro-1-nitrosoindoline, 80 g. (1.2 mole) of zinc and 250 ml. of water was added over a 45 minute period 100 ml. of glacial acetic acid. The mixture was filtered, the filtrate basified with 50% sodium hydroxide solution and the base-insoluble oil extracted with ether. The combined ether extracts were dried, concentrated and the residual oil distilled. 1-Amino-5-chloroindoline was distilled at 96°-98°C./0.1 mm. The oil solidified on standing at room...